From a dataset of the Open Reaction Database (ORD), a public repository of structured organic reaction records. describe an organic reaction: reactants, conditions, products, and yield Starting materials: C(C)(=O)OCC (ethyl acetate), COC(=O)C1=C(C=NC2=CC=C(C=C12)OC)OS(=O)(=O)C(F)(F)F (6-methoxy-3-trifluoromethanesulfonyloxy-quinoline-4-carboxylic acid methyl ester), COC1=CC=C(C=C1)CS ((4-methoxy-phenyl)-methanethiol), C(C)(C)N(C(C)C)CC (N,N-diisopropylethylamine). Reagents/catalysts: C=1C=CC(=CC1)/C=C/C(=O)/C=C/C2=CC=CC=C2.C=1C=CC(=CC1)/C=C/C(=O)/C=C/C2=CC=CC=C2.C=1C=CC(=CC1)/C=C/C(=O)/C=C/C2=CC=CC=C2.[Pd].[Pd] (tris(dibenzylideneacetone)dipalladium(0)), C1(=CC=CC=C1)P(C1=CC=CC=2C(C3=CC=CC(=C3OC12)P(C1=CC=CC=C1)C1=CC=CC=C1)(C)C)C1=CC=CC=C1 (4,5-bis(diphenylphosphino)-9,9-dimethylxanthene). Run in petroleum ether, O1CCOCC1 (dioxane). Product: COC(=O)C1=C(C=NC2=CC=C(C=C12)OC)SCC1=CC=C(C=C1)OC (6-methoxy-3-(4-methoxy-benzylsulfanyl)-quinoline-4-carboxylic acid methyl ester). Isolated yield 88.4%. Reaction SMILES: [CH3:1][O:2][C:3]([C:5]1[C:14]2[C:9](=[CH:10][CH:11]=[C:12]([O:15][CH3:16])[CH:13]=2)[N:8]=[CH:7][C:6]=1OS(C(F)(F)F)(=O)=O)=[O:4].[CH3:25][O:26][C:27]1[CH:32]=[CH:31][C:30]([CH2:33][SH:34])=[CH:29][CH:28]=1.C(N(CC)C(C)C)(C)C.C(OCC)(=O)C>O1CCOCC1.C1C=CC(/C=C/C(/C=C/C2C=CC=CC=2)=O)=CC=1.C1C=CC(/C=C/C(/C=C/C2C=CC=CC=2)=O)=CC=1.C1C=CC(/C=C/C(/C=C/C2C=CC=CC=2)=O)=CC=1.[Pd].[Pd].C1(P(C2C=CC=CC=2)C2C3OC4C(=CC=CC=4P(C4C=CC=CC=4)C4C=CC=CC=4)C(C)(C)C=3C=CC=2)C=CC=CC=1>[CH3:1][O:2][C:3]([C:5]1[C:14]2[C:9](=[CH:10][CH:11]=[C:12]([O:15][CH3:16])[CH:13]=2)[N:8]=[CH:7][C:6]=1[S:34][CH2:33][C:30]1[CH:31]=[CH:32][C:27]([O:26][CH3:25])=[CH:28][CH:29]=1)=[O:4] |f:5.6.7.8.9|. Procedure: A mixture of 6-methoxy-3-trifluoromethanesulfonyloxy-quinoline-4-carboxylic acid methyl ester (3.69 g, 10.10 mmol, 1.0 eq), (4-methoxy-phenyl)-methanethiol (3.43 g, 22.22 mmol, 2.2 eq), 4,5-bis(diphenylphosphino)-9,9-dimethylxanthene (409 mg, 0.71 mmol, 0.07 eq), tris(dibenzylideneacetone)dipalladium(0) (925 mg, 1.01 mmol, 0.1 eq) and N,N-diisopropylethylamine (3.46 mL, 20.20 mmol, 2.0 eq) in dioxane (40 mL) is heated under reflux for 16 hours, then filtered through decalite and concentrated to ... Starting materials: FC1=CC=C(CC2N(CC3=CC=CC=C3C2)CCCN)C=C1 (3-[3-(4-fluorobenzyl)-3,4-dihydroisoquinolin-2(1H)-yl]propanamine), ClC1=C(C=CC=C1)N=C=O (2-chlorophenyl isocyanate). Product: ClC1=C(C=CC=C1)NC(=O)NCCCN1CC2=CC=CC=C2CC1CC1=CC=C(C=C1)F (1-(2-chlorophenyl)-3-[3-[3-(4-fluorobenzyl)-3,4-dihydroisoquinolin-2(1H)-yl]propyl]urea). As a reaction SMILES: [F:1][C:2]1[CH:22]=[CH:21][C:5]([CH2:6][CH:7]2[CH2:16][C:15]3[C:10](=[CH:11][CH:12]=[CH:13][CH:14]=3)[CH2:9][N:8]2[CH2:17][CH2:18][CH2:19][NH2:20])=[CH:4][CH:3]=1.[Cl:23][C:24]1[CH:29]=[CH:28][CH:27]=[CH:26][C:25]=1[N:30]=[C:31]=[O:32]>>[Cl:23][C:24]1[CH:29]=[CH:28][CH:27]=[CH:26][C:25]=1[NH:30][C:31]([NH:20][CH2:19][CH2:18][CH2:17][N:8]1[CH:7]([CH2:6][C:5]2[CH:21]=[CH:22][C:2]([F:1])=[CH:3][CH:4]=2)[CH2:16][C:15]2[C:10](=[CH:11][CH:12]=[CH:13][CH:14]=2)[CH2:9]1)=[O:32]. Procedure: The reaction and treatment were carried out in the same manner as in Example 208 using 3-[3-(4-fluorobenzyl)-3,4-dihydroisoquinolin-2(1H)-yl]propanamine obtained in Example 214-b) as a starting material, and using 2-chlorophenyl isocyanate instead of phenyl isocyanate to obtain a title compound as a pale yellow amorphous substance. The reactants are C[O-].[Na+] (Sodium methoxide), NC(NNC(C1=C(C=CC=C1)NC1=CC(=CC=C1)C(F)(F)F)=O)=S (2-[(3-trifluoromethylphenyl)amino]-benzoic acid, 2-(aminothioxomethyl)hydrazide), C[O-].[Na+] (sodium methoxide). Run in CO (methanol). Yields the product FC(C=1C=C(C=CC1)NC1=C(C=CC=C1)C=1NC(NN1)=S)(F)F (5-[2-[(3-trifluoromethylphenyl)amino]phenyl]-2,4-dihydro-3H-1,2,4-triazole-3-thione). The yield is 59.7%. Reaction SMILES: C[O-].[Na+].[NH2:4][C:5](=[S:27])[NH:6][NH:7][C:8](=O)[C:9]1[CH:14]=[CH:13][CH:12]=[CH:11][C:10]=1[NH:15][C:16]1[CH:21]=[CH:20][CH:19]=[C:18]([C:22]([F:25])([F:24])[F:23])[CH:17]=1>CO>[F:23][C:22]([F:25])([F:24])[C:18]1[CH:17]=[C:16]([NH:15][C:10]2[CH:11]=[CH:12][CH:13]=[CH:14][C:9]=2[C:8]2[NH:4][C:5](=[S:27])[NH:6][N:7]=2)[CH:21]=[CH:20][CH:19]=1 |f:0.1|. Procedure: Sodium methoxide (548.0 mg, 10.5 mmol) is added to a solution of 2-[(3-trifluoromethylphenyl)amino]-benzoic acid, 2-(aminothioxomethyl)hydrazide (1.023 g, 2.89 mmol) in 50 ml of methanol and the mixture is heated at reflux under a nitrogen atmosphere. Additional amounts of sodium methoxide (548.0 mg and 250.0 mg) are added after heating at reflux for one and two days. The volatiles are removed in vacuo and the residue dissolved in water. The aqueous solution is acidified to pH 4-5 with 1N hydroc... Starting materials: CN1CCNCC1 (1-methylpiperazine), FC=1C=C(C=C(C1)F)C=1C=CC(N(N1)CC1=CC(=CC=C1)C1=NOC(=N1)C(Cl)(Cl)Cl)=O (6-(3,5-difluorophenyl)-2-[3-(5-trichloromethyl-1,2,4-oxadiazol-3-yl)benzyl]-2H-pyridazin-3-one), C1CCOC1 (THF). Conditions: time 18 hour. The product is FC=1C=C(C=C(C1)F)C=1C=CC(N(N1)CC1=CC(=CC=C1)C1=NOC(=N1)N1CCN(CC1)C)=O (6-(3,5-difluorophenyl)-2-{3-[5-(4-methylpiperazin-1-yl)-1,2,4-oxadiazol-3-yl]benzyl}-2H-pyridazin-3-one), FC=1C=C(C=C(C1)F)C=1C=CC(N(N1)CC1=CC(=CC=C1)C1=NOC(=N1)C(=O)N1CCN(CC1)C)=O (6-(3,5-difluorophenyl)-2-{3-[5-(4-methylpiperazine-1-carbonyl)-1,2,4-oxadiazol-3-yl]benzyl}-2H-pyridazin-3-one), C(=O)[O-] (formate). Reaction SMILES: [CH3:1][N:2]1[CH2:7][CH2:6][NH:5][CH2:4][CH2:3]1.[F:8][C:9]1[CH:10]=[C:11]([C:16]2[CH:17]=[CH:18][C:19](=[O:38])[N:20]([CH2:22][C:23]3[CH:28]=[CH:27][CH:26]=[C:25]([C:29]4[N:33]=[C:32]([C:34](Cl)(Cl)Cl)[O:31][N:30]=4)[CH:24]=3)[N:21]=2)[CH:12]=[C:13]([F:15])[CH:14]=1.C1[CH2:43][O:42]CC1>>[F:8][C:9]1[CH:10]=[C:11]([C:16]2[CH:17]=[CH:18][C:19](=[O:38])[N:20]([CH2:22][C:23]3[CH:28]=[CH:27][CH:26]=[C:25]([C:29]4[N:33]=[C:32]([N:5]5[CH2:6][CH2:7][N:2]([CH3:1])[CH2:3][CH2:4]5)[O:31][N:30]=4)[CH:24]=3)[N:21]=2)[CH:12]=[C:13]([F:15])[CH:14]=1.[F:8][C:9]1[CH:10]=[C:11]([C:16]2[CH:17]=[CH:18][C:19](=[O:38])[N:20]([CH2:22][C:23]3[CH:28]=[CH:27][CH:26]=[C:25]([C:29]4[N:33]=[C:32]([C:34]([N:5]5[CH2:6][CH2:7][N:2]([CH3:1])[CH2:3][CH2:4]5)=[O:42])[O:31][N:30]=4)[CH:24]=3)[N:21]=2)[CH:12]=[C:13]([F:15])[CH:14]=1.[CH:43]([O-:42])=[O:31]. Procedure details: 100 mg (1.00 mmol) of 1-methylpiperazine are added to a solution of 242 mg (0.50 mmol) of 6-(3,5-difluorophenyl)-2-[3-(5-trichloromethyl-1,2,4-oxadiazol-3-yl)benzyl]-2H-pyridazin-3-one in 1 ml of THF, and the mixture is stirred at room temperature for 18 hours. The reaction mixture is evaporated and separated by preparative HPLC, giving 6-(3,5-difluorophenyl)-2-{3-[5-(4-methylpiperazin-1-yl)-1,2,4-oxadiazol-3-yl]benzyl}-2H-pyridazin-3-one (“A20”) formate as colourless oil (ESI 465) and 6-(3,5-di... The reactants are ClC1=CC=C(CNC(=O)C=2C(C3=C(N(C2)C)C=C(S3)CCl)=O)C=C1 (N-(4-chlorobenzyl)-2-(chloromethyl)-4-methyl-7-oxo-4,7-dihydrothieno[3,2-b]pyridine-6-carboxamide), O1COC2=C1C=CC(=C2)C(CNC)O (1-(1,3-benzodioxol-5-yl)-2-(methylamino)ethanol), C(C)(C)N(CC)C(C)C (diisopropylethylamine). Run in CN(C)C=O (DMF), O (water). Run at temperature 60 celsius, time 5 hour. Yields the product O1COC2=C1C=CC(=C2)C(CN(C)CC2=CC=1N(C=C(C(C1S2)=O)C(=O)NCC2=CC=C(C=C2)Cl)C)O (2-{[[2-(1,3-Benzodioxol-5-yl)-2-hydroxyethyl](methyl)amino]methyl}-N-(4-chlorobenzyl)-4-methyl-7-oxo-4,7-dihydrothieno[3,2-b]pyridine-6-carboxamide). Yield: 65.3%. RXN SMILES: [Cl:1][C:2]1[CH:24]=[CH:23][C:5]([CH2:6][NH:7][C:8]([C:10]2[C:11](=[O:22])[C:12]3[S:19][C:18]([CH2:20]Cl)=[CH:17][C:13]=3[N:14]([CH3:16])[CH:15]=2)=[O:9])=[CH:4][CH:3]=1.[O:25]1[C:29]2[CH:30]=[CH:31][C:32]([CH:34]([OH:38])[CH2:35][NH:36][CH3:37])=[CH:33][C:28]=2[O:27][CH2:26]1.C(N(C(C)C)CC)(C)C>CN(C=O)C.O>[O:25]1[C:29]2[CH:30]=[CH:31][C:32]([CH:34]([OH:38])[CH2:35][N:36]([CH2:20][C:18]3[S:19][C:12]4[C:11](=[O:22])[C:10]([C:8]([NH:7][CH2:6][C:5]5[CH:23]=[CH:24][C:2]([Cl:1])=[CH:3][CH:4]=5)=[O:9])=[CH:15][N:14]([CH3:16])[C:13]=4[CH:17]=3)[CH3:37])=[CH:33][C:28]=2[O:27][CH2:26]1. Reported procedure: A mixture of N-(4-chlorobenzyl)-2-(chloromethyl)-4-methyl-7-oxo-4,7-dihydrothieno[3,2-b]pyridine-6-carboxamide (80 mg, 0.21 mmol), 1-(1,3-benzodioxol-5-yl)-2-(methylamino)ethanol (Journal of Organometallic Chemistry, 1998, 339, 267-75) (62 mg, 0.32 mmol) and diisopropylethylamine (67 μL, 0.38 mmol) in dry DMF (5 mL) was heated to 60° C., becoming a solution. The reaction was stirred for 5 hours at that temperature. After cooling to room temperature, the solution was diluted with water (15 mL). T... The reactants are COC(=O)C=1N=C(SC1)NC([C@H](CC1=CC=C(C=C1)[N+](=O)[O-])N1C(N[C@@H](C1=O)C1=CC=C(C=C1)OC)=O)=O (2-[(S)-2-[(R)-4-(4-methoxy-phenyl)-2,5-dioxo-imidazolidin-1-yl]-3-(4-nitro-phenyl)-propionylamino]-thiazole-4-carboxylic acid methyl ester), C(C)(=O)[O-].[Na+] (sodium acetate), C=O (formaldehyde). Reagents/catalysts: [Pd] (palladium on carbon). The solvent is O1CCCC1 (tetrahydrofuran). Reaction conditions: time 72 hour. Product: COC(=O)C=1N=CSC1 (thiazole-4-carboxylic acid methyl ester). Yield: 83.8%. Reaction SMILES: [CH3:1][O:2][C:3]([C:5]1[N:6]=[C:7](NC(=O)[C@@H](N2C(=O)[C@@H](C3C=CC(OC)=CC=3)NC2=O)CC2C=CC([N+]([O-])=O)=CC=2)[S:8][CH:9]=1)=[O:4].C([O-])(=O)C.[Na+].C=O>O1CCCC1.[Pd]>[CH3:1][O:2][C:3]([C:5]1[N:6]=[CH:7][S:8][CH:9]=1)=[O:4] |f:1.2|. Procedure details: To a solution of 2-[(S)-2-[(R)-4-(4-methoxy-phenyl)-2,5-dioxo-imidazolidin-1-yl]-3-(4-nitro-phenyl)-propionylamino]-thiazole-4-carboxylic acid methyl ester (53.9 mg, 0.1 mmol) in tetrahydrofuran (10 mL) was added sodium acetate (60 mg, 0.44 mmol), 37% w/w aqueous formaldehyde solution (0.033 mL, 0.44 mmol) and 10% palladium on carbon (30 mg) and the mixture shaken under an atmosphere of hydrogen at 50 psi pressure in a Parr apparatus for 72 hours. The reaction mixture was filtered through a pad ... Starting materials: C1(=CC=CC2=CC=CC=C12)C=1N=C(NC1C=O)CCC (4-(naphth-1-yl)-2-n-propylimidazole-5-carboxaldehyde), BrCC1=CC=C(C=C1)C1=C(C=CC=C1)C1=NN=NN1C(C1=CC=CC=C1)(C1=CC=CC=C1)C1=CC=CC=C1 (4-bromomethyl-2'-(N-triphenylmethyl-(1H-tetrazol-5-yl))biphenyl), C([O-])([O-])=O.[K+].[K+] (potassium carbonate). Solvent: CN(C)C=O (DMF). Run at time 18 hour. The product is C1(=CC=CC2=CC=CC=C12)C=1N=C(N(C1C=O)CC1=CC=C(C=C1)C1=C(C=CC=C1)C1=NN=NN1C(C1=CC=CC=C1)(C1=CC=CC=C1)C1=CC=CC=C1)CCC (4-(naphth-1-yl)-2-n-propyl-1-[(2'-(N-triphenylmethyl-(1H-tetrazol-5-yl)) biphenyl-4-yl)methyl]imidazole-5-carboxaldehyde). As a reaction SMILES: [C:1]1([C:11]2[N:12]=[C:13]([CH2:18][CH2:19][CH3:20])[NH:14][C:15]=2[CH:16]=[O:17])[C:10]2[C:5](=[CH:6][CH:7]=[CH:8][CH:9]=2)[CH:4]=[CH:3][CH:2]=1.Br[CH2:22][C:23]1[CH:28]=[CH:27][C:26]([C:29]2[CH:34]=[CH:33][CH:32]=[CH:31][C:30]=2[C:35]2[N:39]([C:40]([C:53]3[CH:58]=[CH:57][CH:56]=[CH:55][CH:54]=3)([C:47]3[CH:52]=[CH:51][CH:50]=[CH:49][CH:48]=3)[C:41]3[CH:46]=[CH:45][CH:44]=[CH:43][CH:42]=3)[N:38]=[N:37][N:36]=2)=[CH:25][CH:24]=1.C(=O)([O-])[O-].[K+].[K+]>CN(C=O)C>[C:1]1([C:11]2[N:12]=[C:13]([CH2:18][CH2:19][CH3:20])[N:14]([CH2:22][C:23]3[CH:24]=[CH:25][C:26]([C:29]4[CH:34]=[CH:33][CH:32]=[CH:31][C:30]=4[C:35]4[N:39]([C:40]([C:53]5[CH:58]=[CH:57][CH:56]=[CH:55][CH:54]=5)([C:47]5[CH:48]=[CH:49][CH:50]=[CH:51][CH:52]=5)[C:41]5[CH:46]=[CH:45][CH:44]=[CH:43][CH:42]=5)[N:38]=[N:37][N:36]=4)=[CH:27][CH:28]=3)[C:15]=2[CH:16]=[O:17])[C:10]2[C:5](=[CH:6][CH:7]=[CH:8][CH:9]=2)[CH:4]=[CH:3][CH:2]=1 |f:2.3.4|. Reported procedure: A suspension of 4-(naphth-1-yl)-2-n-propylimidazole-5-carboxaldehyde (0.90 g, 39.7 mmol, 1 eq), 4-bromomethyl-2'-(N-triphenylmethyl-(1H-tetrazol-5-yl))biphenyl (2.03 g, 43.7 mmol), 1.1 eq), dry DMF (20 mL), and 3.0 g of potassium carbonate was stirred at room temperature for 18 h. The reaction mixture was filtered, the precipitate was washed with methylene chloride and evaporated under reduced pressure. The residue was chromatographed in 98:2 methylene chloride/ethyl acetate over silica gel to y... Starting materials: CC1=NC=CC=C1OS(=O)(=O)C(F)(F)F (trifluoro-methanesulfonic acid 2-methyl-pyridin-3-yl ester), B1(OC(C(O1)(C)C)(C)C)B2OC(C(O2)(C)C)(C)C (bis(pinacolato)diboron), C(C)(=O)[O-].[K+] (potassium acetate), BrC=1C(=CC(=NC1)Cl)I (5-bromo-2-chloro-4-iodo-pyridine), aqueous solution, C([O-])([O-])=O.[Na+].[Na+] (sodium carbonate). Reagents/catalysts: C1=CC=C(C=C1)[PH+](C2=CC=CC=C2)[C]3[CH][CH][CH][CH]3.C1=CC=C(C=C1)[PH+](C2=CC=CC=C2)[C]3[CH][CH][CH][CH]3.C(Cl)Cl.Cl[Pd]Cl.[Fe] (dichloro[1,1′-bis(diphenylphosphino)ferrocene]palladium(II) dichloromethane adduct), C1=CC=C(C=C1)[PH+](C2=CC=CC=C2)[C]3[CH][CH][CH][CH]3.C1=CC=C(C=C1)[PH+](C2=CC=CC=C2)[C]3[CH][CH][CH][CH]3.C(Cl)Cl.Cl[Pd]Cl.[Fe] (dichloro[1,1′-bis(diphenylphosphino)ferrocene]palladium(II) dichloromethane adduct). Run in CN(C=O)C (N,N-dimethylformamide), O (water). Run at temperature 80 celsius. Product: 1.00, BrC=1C(=CC(=NC1)Cl)C=1C(=NC=CC1)C (5′-Bromo-2′-chloro-2-methyl-[3,4′]bipyridinyl). Yield: 31.0%. As a reaction SMILES: [CH3:1][C:2]1[C:7](OS(C(F)(F)F)(=O)=O)=[CH:6][CH:5]=[CH:4][N:3]=1.B1(B2OC(C)(C)C(C)(C)O2)OC(C)(C)C(C)(C)O1.C([O-])(=O)C.[K+].[Br:39][C:40]1[C:41](I)=[CH:42][C:43]([Cl:46])=[N:44][CH:45]=1.C(=O)([O-])[O-].[Na+].[Na+]>CN(C)C=O.O.C1C=CC([PH+]([C]2[CH][CH][CH][CH]2)C2C=CC=CC=2)=CC=1.C1C=CC([PH+]([C]2[CH][CH][CH][CH]2)C2C=CC=CC=2)=CC=1.C(Cl)Cl.Cl[Pd]Cl.[Fe]>[Br:39][C:40]1[C:41]([C:7]2[C:2]([CH3:1])=[N:3][CH:4]=[CH:5][CH:6]=2)=[CH:42][C:43]([Cl:46])=[N:44][CH:45]=1 |f:2.3,5.6.7,10.11.12.13.14,^1:64,65,66,67,68,82,83,84,85,86|. Procedure details: A mixture of 2.73 g (11.3 mmol) trifluoro-methanesulfonic acid 2-methyl-pyridin-3-yl ester, 3.16 g (12.4 mmol) bis(pinacolato)diboron, 3.33 g (33.9 mmol) potassium acetate and 0.46 g (0.56 mmol) dichloro[1,1′-bis(diphenylphosphino)ferrocene]palladium(II) dichloromethane adduct in 75 ml N,N-dimethylformamide was heated at 80° C. over night under argon. After cooling to room temperature 5.40 g (17.0 mmol) 5-bromo-2-chloro-4-iodo-pyridine, another portion of 0.46 g (0.56 mmol) dichloro[1,1′-bis(dip...